Dataset: the Open Reaction Database (ORD), a public repository of structured organic reaction records. Task: describe an organic reaction: reactants, conditions, products, and yield The reactants are FC(C(=O)N(CC(=O)OCC)CP(=S)(N(C)C)N(C)C)(F)F (N-trifluoroacetyl-N-[bis(dimethylamino)phosphinothioylmethyl]glycine, ethyl ester), sodium tetrahydrido boron. Run in C(C)O (ethanol). Product: CN(C)P(=S)(N(C)C)CNCC(=O)OCC (N-[bis(dimethylamino)phosphinothioylmethyl]glycine, ethyl ester). Procedure details: N-trifluoroacetyl-N-[bis(dimethylamino)phosphinothioylmethyl]glycine, ethyl ester (1 g, 0.00275 mole), was dissolved in ethanol (20 ml). The resulting solution was stirred and sodium tetrahydrido boron (0.104 g, 0.00275 mole) was added portionwise over a ten minute period. The resulting solution was stirred for 60 minutes. The solvent was removed by evaporation under vacuum and the residue was washed with water. The water washings were saturated with sodium chloride and the aqueous layer and ins... As a reaction SMILES: FC(F)(F)C([N:5]([CH2:12][P:13]([N:18]([CH3:20])[CH3:19])([N:15]([CH3:17])[CH3:16])=[S:14])[CH2:6][C:7]([O:9][CH2:10][CH3:11])=[O:8])=O>C(O)C>[CH3:20][N:18]([P:13]([CH2:12][NH:5][CH2:6][C:7]([O:9][CH2:10][CH3:11])=[O:8])([N:15]([CH3:16])[CH3:17])=[S:14])[CH3:19]. Reactants: ClC=1C=C2C(=CNC2=CC1)CN1N=C2NC(N(C(C2=C1C=1N(C=CN1)C)=O)C)=O (2-[(5-chloro-1H-indol-3-yl)methyl]-5-methyl-3-(1-methyl-1H-imdazol-2-yl)-2H-pyrazolo[3,4-d]pyrimidine-4,6(5H,7H)-dione), BrCCC (1-bromopropane), C([O-])([O-])=O.[K+].[K+] (potassium carbonate). The solvent is CN(C)C=O (DMF). Product: ClC=1C=C2C(=CNC2=CC1)CN1N=C2N(C(N(C(C2=C1C=1N(C=CN1)C)=O)C)=O)CCC (2-[(5-chloro-1H-indol-3-yl)methyl]-5-methyl-3-(1-methyl-1H-imidazol-2-yl)-7-propyl-2H-pyrazolo[3,4-d]pyrimidine-4,6(5H,7H)-dione). RXN SMILES: [Cl:1][C:2]1[CH:3]=[C:4]2[C:8](=[CH:9][CH:10]=1)[NH:7][CH:6]=[C:5]2[CH2:11][N:12]1[C:20]([C:21]2[N:22]([CH3:26])[CH:23]=[CH:24][N:25]=2)=[C:19]2[C:14]([NH:15][C:16](=[O:29])[N:17]([CH3:28])[C:18]2=[O:27])=[N:13]1.Br[CH2:31][CH2:32][CH3:33].C(=O)([O-])[O-].[K+].[K+]>CN(C=O)C>[Cl:1][C:2]1[CH:3]=[C:4]2[C:8](=[CH:9][CH:10]=1)[NH:7][CH:6]=[C:5]2[CH2:11][N:12]1[C:20]([C:21]2[N:22]([CH3:26])[CH:23]=[CH:24][N:25]=2)=[C:19]2[C:14]([N:15]([CH2:31][CH2:32][CH3:33])[C:16](=[O:29])[N:17]([CH3:28])[C:18]2=[O:27])=[N:13]1 |f:2.3.4|. Procedure: This compound was synthesized by the reaction of 2-[(5-chloro-1H-indol-3-yl)methyl]-5-methyl-3-(1-methyl-1H-imdazol-2-yl)-2H-pyrazolo[3,4-d]pyrimidine-4,6(5H,7H)-dione and 1-bromopropane using potassium carbonate as a base in DMF at 80° C. Mass: 452.08 (M+H). Yield: 70.5%. The product is COC1=CC=C(C=C1)N1N=C(C2=C1C(N(CC2)C2=CC=C(C=C2)C2(CC2)C#N)=O)C(F)(F)F (1-{4-[1-(4-methoxyphenyl)-7-oxo-3-(trifluoromethyl)-1,4,5,7-tetrahydro-6H-pyrazolo[3,4-c]pyridin-6-yl]phenyl}cyclopropanecarbonitrile). Reaction conditions: time 1.5 hour. RXN SMILES: [CH3:1][O:2][C:3]1[CH:8]=[CH:7][C:6]([N:9]2[C:13]3[C:14](=[O:30])[N:15]([C:18]4[CH:23]=[CH:22][C:21]([C:24]5([C:27]([NH2:29])=O)[CH2:26][CH2:25]5)=[CH:20][CH:19]=4)[CH2:16][CH2:17][C:12]=3[C:11]([C:31]([F:34])([F:33])[F:32])=[N:10]2)=[CH:5][CH:4]=1.O=S(Cl)Cl>CN(C=O)C>[CH3:1][O:2][C:3]1[CH:8]=[CH:7][C:6]([N:9]2[C:13]3[C:14](=[O:30])[N:15]([C:18]4[CH:23]=[CH:22][C:21]([C:24]5([C:27]#[N:29])[CH2:25][CH2:26]5)=[CH:20][CH:19]=4)[CH2:16][CH2:17][C:12]=3[C:11]([C:31]([F:34])([F:32])[F:33])=[N:10]2)=[CH:5][CH:4]=1. The reactants are COC1=CC=C(C=C1)N1N=C(C2=C1C(N(CC2)C2=CC=C(C=C2)C2(CC2)C(=O)N)=O)C(F)(F)F (1-{4-[1-(4-methoxyphenyl)-7-oxo-3-(trifluoromethyl)-1,4,5,7-tetrahydro-6H-pyrazolo[3,4-c]pyridin-6-yl]phenyl}cyclopropanecarboxamide), O=S(Cl)Cl (SOCl2). Solvent: CN(C)C=O (DMF). Procedure details: The product from Example 14 (22 mg, 0.047 mmol) was stirred in DMF (0.3 mL) at RT in a capped vial. SOCl2 (0.05 mL) was added. The mixture was stirred at RT for 1.5 h. LC-MS showed completion of the reaction. Prep LC-MS purification (35–98% CH3CN in H2O) provided the title compound (15 mg, yield, 71%). LC/MS(ESI+) 453.4 (M+H)+, tR=5.24 min. 1H NMR (acetone-d6) δ 7.50 (d, J=9.2 Hz, 2H), 7.39 (m, 4H), 6.97 (d, J=8.8 Hz, 2H), 4.18 (t, J=6.6 Hz, 2H), 3.84 (s, 3H), 3.17 (t, J=6.6 Hz, 2H), 1.71 (m, 2H... Reactants: CN1CC(C(=O)N(C)Cc2ccc(Cl)c(Cl)c2)=C(O)C1=O, NCCCCCCC(=O)O. Product: CN(Cc1ccc(Cl)c(Cl)c1)C(=O)C1=C(O)C(=O)N(CCCCCCC(=O)O)C1. RXN SMILES: [Cl:11][c:12]1[cH:13][c:14]([CH2:15][N:16]([C:17](=[O:18])[C:19]2=[C:23]([OH:24])[C:22](=[O:25])[N:21]([CH3:26])[CH2:20]2)[CH3:27])[cH:28][cH:29][c:30]1[Cl:31].[NH2:1][CH2:2][CH2:3][CH2:4][CH2:5][CH2:6][CH2:7][C:8](=[O:9])[OH:10]>>[N:1]1([CH2:2][CH2:3][CH2:4][CH2:5][CH2:6][CH2:7][C:8](=[O:9])[OH:10])[CH2:20][C:19]([C:17]([N:16]([CH2:15][c:14]2[cH:13][c:12]([Cl:11])[c:30]([Cl:31])[cH:29][cH:28]2)[CH3:27])=[O:18])=[C:23]([OH:24])[C:22]1=[O:25]. Reactants: C1COCCN1, COC(=O)CC(=O)CCl, C1CCOC1. The product is COC(=O)CC(=O)CN1CCOCC1. As a reaction SMILES: [CH2:10]1[CH2:11][O:12][CH2:13][CH2:14][NH:15]1.[Cl:1][CH2:2][C:3]([CH2:4][C:5](=[O:6])[O:7][CH3:8])=[O:9].[O:16]1[CH2:17][CH2:18][CH2:19][CH2:20]1>>[CH2:2]([C:3]([CH2:4][C:5](=[O:6])[O:7][CH3:8])=[O:9])[N:15]1[CH2:10][CH2:11][O:12][CH2:13][CH2:14]1. The reactants are C1CCC2=CC(=CC=C12)CC(C(=O)O)CC(N1CCC(CC1)N1C(NC2=CC=CC=C2C1)=O)=O (2-indan-5-ylmethyl-4-oxo-4-[4-(2-oxo-1,4-dihydro-2H-quinazolin-3-yl)-piperidin-1-yl]-butanoic acid), COC(CN1CCC(CC1)C1CCNCC1)=O (methyl[4,4′]bipiperidinyl-1-yl-acetate). Product: C1CCC2=CC(=CC=C12)CC(C(=O)N1CCC(CC1)C1CCN(CC1)CC(=O)OC)CC(N1CCC(CC1)N1C(NC2=CC=CC=C2C1)=O)=O (methyl (1′-{2-indan-5-ylmethyl-4-oxo-4-[4-(2-oxo-1,4-dihydro-2H-quinazolin-3-yl)-piperidin-1-yl]-butyryl}-[4,4′]bipiperidinyl-1-yl)-acetate). RXN SMILES: [CH2:1]1[C:9]2[C:4](=[CH:5][C:6]([CH2:10][CH:11]([CH2:15][C:16](=[O:34])[N:17]3[CH2:22][CH2:21][CH:20]([N:23]4[CH2:32][C:31]5[C:26](=[CH:27][CH:28]=[CH:29][CH:30]=5)[NH:25][C:24]4=[O:33])[CH2:19][CH2:18]3)[C:12](O)=[O:13])=[CH:7][CH:8]=2)[CH2:3][CH2:2]1.[CH3:35][O:36][C:37](=[O:51])[CH2:38][N:39]1[CH2:44][CH2:43][CH:42]([CH:45]2[CH2:50][CH2:49][NH:48][CH2:47][CH2:46]2)[CH2:41][CH2:40]1>>[CH2:1]1[C:9]2[C:4](=[CH:5][C:6]([CH2:10][CH:11]([CH2:15][C:16](=[O:34])[N:17]3[CH2:18][CH2:19][CH:20]([N:23]4[CH2:32][C:31]5[C:26](=[CH:27][CH:28]=[CH:29][CH:30]=5)[NH:25][C:24]4=[O:33])[CH2:21][CH2:22]3)[C:12]([N:48]3[CH2:49][CH2:50][CH:45]([CH:42]4[CH2:41][CH2:40][N:39]([CH2:38][C:37]([O:36][CH3:35])=[O:51])[CH2:44][CH2:43]4)[CH2:46][CH2:47]3)=[O:13])=[CH:7][CH:8]=2)[CH2:3][CH2:2]1. Procedure: Prepared analogously to Example 76e) from and 2-indan-5-ylmethyl-4-oxo-4-[4-(2-oxo-1,4-dihydro-2H-quinazolin-3-yl)-piperidin-1-yl]-butanoic acid and methyl[4,4′]bipiperidinyl-1-yl-acetate. Starting materials: C(OCC)(OCC)=O (diethyl carbonate), C[O-].[Na+] (sodium methoxide), C(=O)OC1CCC=CCCC1 (4-cyclooctenyl formate). Solvent: O (water). Run at temperature 85 celsius. Product: C(=O)OC1(CCCCCCC1)C1CCCCCCC1 (bicyclooctanyl formate). As a reaction SMILES: C(=O)(O[CH2:6][CH3:7])OCC.C[O-].[Na+].[CH:12]([O:14][CH:15]1[CH2:22][CH2:21][CH2:20][CH:19]=[CH:18][CH2:17][CH2:16]1)=[O:13]>O>[CH:12]([O:14][C:15]1([CH:7]2[CH2:6][CH2:18][CH2:17][CH2:16][CH2:15][CH2:22][CH2:21]2)[CH2:22][CH2:21][CH2:20][CH2:19][CH2:18][CH2:17][CH2:16]1)=[O:13] |f:1.2|. Procedure: Into a 2 liter reaction flask equipped with heating mantle, stirrer, Bidwell water trap, reflux condenser, thermometer and nitrogen blanket apparatus is placed 1,000 ml (8.4 moles) of diethyl carbonate, and 25 grams (0.45 moles) of sodium methoxide. The resulting mixture is heated to 85° C. While maintaining the reaction mass at 85°-86° C. over a period of 1 hour, 695 grams (4.5 moles) of a composition containing a major proportion of 4-cyclooctenyl formate having the structure: ##STR78## and a ...